describe an organic reaction: reactants, conditions, products, and yield From a dataset of the Open Reaction Database (ORD), a public repository of structured organic reaction records. Reactants: [BH4-], CS(C)=O, CCOCC, CCOC(C)=O, CC(=O)O, O=[N+]([O-])C=Cc1ccc(COc2ccccn2)cc1, [Na+], O. The product is O=[N+]([O-])CCc1ccc(COc2ccccn2)cc1. Reaction SMILES: [BH4-:28].[CH3:1][S:2]([CH3:3])=[O:4].[CH3:30][CH2:31][O:32][CH2:33][CH3:34].[CH3:35][CH2:36][O:37][C:38](=[O:39])[CH3:40].[CH3:5][C:6](=[O:7])[OH:8].[N+:9](=[O:10])([O-:11])[CH:12]=[CH:13][c:14]1[cH:15][cH:16][c:17]([CH2:18][O:19][c:20]2[n:21][cH:22][cH:23][cH:24][cH:25]2)[cH:26][cH:27]1.[Na+:29].[OH2:41]>>[N+:9](=[O:10])([O-:11])[CH2:12][CH2:13][c:14]1[cH:15][cH:16][c:17]([CH2:18][O:19][c:20]2[n:21][cH:22][cH:23][cH:24][cH:25]2)[cH:26][cH:27]1. Reactants: ClCC(C)=O (chloroacetone), ClC1=CC=C(C=C1)N1N=C(C=C1)O (1-(4-chlorophenyl)pyrazol-3-ol), C([O-])([O-])=O.[K+].[K+] (potassium carbonate), [I-].[Na+] (sodium iodide), [Cl-].[Li+] (lithium chloride). Solvent: CN(C)C=O (DMF). Run at time 5 hour. Yields the product ClC1=CC=C(C=C1)N1N=C(C=C1)OCC(C)=O (1-[1-(4-Chlorophenyl)pyrazol-3-yl]oxypropan-2-one). RXN SMILES: [Cl:1][C:2]1[CH:7]=[CH:6][C:5]([N:8]2[CH:12]=[CH:11][C:10]([OH:13])=[N:9]2)=[CH:4][CH:3]=1.C(=O)([O-])[O-].[K+].[K+].[I-].[Na+].Cl[CH2:23][C:24](=[O:26])[CH3:25].[Cl-].[Li+]>CN(C=O)C>[Cl:1][C:2]1[CH:3]=[CH:4][C:5]([N:8]2[CH:12]=[CH:11][C:10]([O:13][CH2:23][C:24](=[O:26])[CH3:25])=[N:9]2)=[CH:6][CH:7]=1 |f:1.2.3,4.5,7.8|. Procedure: 5.50 g (28.3 mmol) 1-(4-chlorophenyl)pyrazol-3-ol, 3.91 g (28.3 mmol) potassium carbonate and 50 mg sodium iodide in 30 ml DMF have been stirred for 5 min at ambient temperature. Then 2.62 g (28.3 mmol) chloroacetone have been added dropwise while stirring which was continued at 60° C. for 5 h. The mixture was poured into excess 10% aqueous lithium chloride solution and extracted with ethyl acetate three times. The combined extracts have been washed with 10% lithium chloride solution twice and d... Reactants: ClC=1C=C(C=CC1N1CCOCC1)NC(CC(C)=O)=O (N-(3-chloro-4-morpholinophenyl)-3-oxobutanamide), C(#C)C=1C=C(OCC(=O)N)C=CC1 (2-(3-ethynylphenoxy)acetamide), C1(=CC=CC=C1)C (toluene), [NH4+].[Cl-] (NH4Cl). The reagents and catalysts are C(C)(C)[O-].C(C)(C)[O-].C(C)(C)[O-].C(C)(C)[O-].[Ti+4] (titanium tetraisopropanolate). Solvent: C=1(C(=CC=CC1)C)C (xylene). Conditions: temperature 165 celsius, time 24 hour. Yields the product ClC=1C=C(C=CC1N1CCOCC1)N1C(=NC(=CC1=O)C)COC1=CC(=CC=C1)C#C (3-(3-chloro-4-morpholinophenyl)-2-((3-ethynylphenoxy)methyl)-6-methyl-pyrimidin-4(3H)-one). Yield: 48.3%. As a reaction SMILES: [Cl:1][C:2]1[CH:3]=[C:4]([NH:14][C:15](=[O:20])[CH2:16][C:17](=O)[CH3:18])[CH:5]=[CH:6][C:7]=1[N:8]1[CH2:13][CH2:12][O:11][CH2:10][CH2:9]1.[C:21]([C:23]1[CH:24]=[C:25]([CH:31]=[CH:32][CH:33]=1)[O:26][CH2:27][C:28]([NH2:30])=O)#[CH:22].C1(C)C=CC=CC=1.[NH4+].[Cl-]>C1(C)C(C)=CC=CC=1.C([O-])(C)C.C([O-])(C)C.C([O-])(C)C.C([O-])(C)C.[Ti+4]>[Cl:1][C:2]1[CH:3]=[C:4]([N:14]2[C:15](=[O:20])[CH:16]=[C:17]([CH3:18])[N:30]=[C:28]2[CH2:27][O:26][C:25]2[CH:31]=[CH:32][CH:33]=[C:23]([C:21]#[CH:22])[CH:24]=2)[CH:5]=[CH:6][C:7]=1[N:8]1[CH2:13][CH2:12][O:11][CH2:10][CH2:9]1 |f:3.4,6.7.8.9.10|. Procedure details: A mixture of N-(3-chloro-4-morpholinophenyl)-3-oxobutanamide (0.80 g, 2.85 mmol), 2-(3-ethynylphenoxy)acetamide (1.0 g, 5.71 mmol) and titanium tetraisopropanolate (6.76 mL) in xylene (20 mL) was stirred at 165° C. for 24 h. The mixture was cooled to rt and 50 mL of toluene and 60 mL of saturated NH4Cl aqueous solution were added. The resulting mixture was stirred at rt overnight and filtered and the filtrate was extracted with DCM (150 mL×3). The combined organic layers were dried over anhydrou... Reaction SMILES: [CH3:16][CH2:17][O:18][C:19](=[O:20])[CH3:21].[Cl:22][C:23](=[O:24])[O:25][CH:26]([CH3:27])[CH2:28][CH3:29].[O:1]([c:2]1[cH:3][cH:4][cH:5][cH:6][cH:7]1)[c:8]1[cH:9][c:10]([NH:14][NH2:15])[cH:11][cH:12][cH:13]1.[cH:30]1[cH:31][cH:32][n:33][cH:34][cH:35]1>>[O:1]([c:2]1[cH:3][cH:4][cH:5][cH:6][cH:7]1)[c:8]1[cH:9][c:10]([NH:14][NH:15][C:23](=[O:24])[O:25][CH:26]([CH3:27])[CH2:28][CH3:29])[cH:11][cH:12][cH:13]1. Yields the product CCC(C)OC(=O)NNc1cccc(Oc2ccccc2)c1. Starting materials: CCOC(C)=O, CCC(C)OC(=O)Cl, NNc1cccc(Oc2ccccc2)c1, c1ccncc1. Solvent: CN(C(C)=O)C (N,N-dimethylacetamide). Reported procedure: To a solution of [5-phenyl-4-(3-pyridyl)-1,3-thiazol-2-yl]amine (1.10 g, 4.34 mmol) in N,N-dimethylacetamide (20 mL) was added acetyl chloride (680 mg, 8.68 mmol) and stirred at 80° C. for 3 h. Water was added to the reaction mixture and extracted with ethyl acetate twice. The combined organic phases were washed with water, dried over magnesium sulfate, filtered and concentrated under reduced pressure. The residue was recrystallized from chloroform-ethyl ether to give the title compound (750 mg,... Yield: 58.5%. Yields the product C1(=CC=CC=C1)C1=C(N=C(S1)NC(C)=O)C=1C=NC=CC1 (N-[5-Phenyl-4-(3-pyridyl)-1,3-thiazol-2-yl]acetamide). RXN SMILES: [C:1]1([C:7]2[S:11][C:10]([NH2:12])=[N:9][C:8]=2[C:13]2[CH:14]=[N:15][CH:16]=[CH:17][CH:18]=2)[CH:6]=[CH:5][CH:4]=[CH:3][CH:2]=1.[C:19](Cl)(=[O:21])[CH3:20].O>CN(C)C(=O)C>[C:1]1([C:7]2[S:11][C:10]([NH:12][C:19](=[O:21])[CH3:20])=[N:9][C:8]=2[C:13]2[CH:14]=[N:15][CH:16]=[CH:17][CH:18]=2)[CH:2]=[CH:3][CH:4]=[CH:5][CH:6]=1. Reaction conditions: temperature 80 celsius, time 3 hour. The reactants are C1(=CC=CC=C1)C1=C(N=C(S1)N)C=1C=NC=CC1 ([5-phenyl-4-(3-pyridyl)-1,3-thiazol-2-yl]amine), C(C)(=O)Cl (acetyl chloride), O (Water). The solvent is C(C)O (ethanol). Procedure: 1.0 G. of 4-nitro-3-trifluoromethylbenzenesulfonamide is hydrogenated over 5% Ruthenium on charcoal in 20 ml. of absolute ethanol at room temperature under 40 lbs. of hydrogen for 5 hours. The hydrogen uptake is 100% of theory. The mixture is filtered, evaporated and dried affording 0.87 g. of crude solid. This material is recrystallized from toluene affording 0.75 g. of 4-amino-3-trifluoromethylbenzenesulfonamide, m.p. 150° to 151° C. The product is NC1=C(C=C(C=C1)S(=O)(=O)N)C(F)(F)F (4-amino-3-trifluoromethylbenzenesulfonamide). Reactants: [N+](=O)([O-])C1=C(C=C(C=C1)S(=O)(=O)N)C(F)(F)F (4-nitro-3-trifluoromethylbenzenesulfonamide), [H][H] (hydrogen), [H][H] (hydrogen). The reagents and catalysts are [Ru] (Ruthenium). Reaction SMILES: [N+:1]([C:4]1[CH:9]=[CH:8][C:7]([S:10]([NH2:13])(=[O:12])=[O:11])=[CH:6][C:5]=1[C:14]([F:17])([F:16])[F:15])([O-])=O.[H][H]>[Ru].C(O)C>[NH2:1][C:4]1[CH:9]=[CH:8][C:7]([S:10]([NH2:13])(=[O:11])=[O:12])=[CH:6][C:5]=1[C:14]([F:17])([F:15])[F:16]. Starting materials: C(C)(=O)OCC (ethyl acetate), C(C)(C)(C)OC(=O)N1CCC(CC1)(O)C1=CC=C(C=C1)Cl (1-tert-butoxycarbonyl-4-(4-chlorophenyl)-4-hydroxypiperidine), [H-].[Na+] (sodium hydride), IC (iodomethane). The solvent is O (water), CN(C=O)C (N,N-dimethyl formamide). Run at temperature 60 celsius, time 2 hour. Yields the product C(C)(C)(C)OC(=O)N1CCC(CC1)(OC)C1=CC=C(C=C1)Cl (1-tert-butoxycarbonyl-4-(4-chlorophenyl)-4-methoxypiperidine). RXN SMILES: [C:1]([O:5][C:6]([N:8]1[CH2:13][CH2:12][C:11]([C:15]2[CH:20]=[CH:19][C:18]([Cl:21])=[CH:17][CH:16]=2)([OH:14])[CH2:10][CH2:9]1)=[O:7])([CH3:4])([CH3:3])[CH3:2].[H-].[Na+].IC.[C:26](OCC)(=O)C>CN(C)C=O.O>[C:1]([O:5][C:6]([N:8]1[CH2:9][CH2:10][C:11]([C:15]2[CH:20]=[CH:19][C:18]([Cl:21])=[CH:17][CH:16]=2)([O:14][CH3:26])[CH2:12][CH2:13]1)=[O:7])([CH3:4])([CH3:2])[CH3:3] |f:1.2|. Procedure details: To a solution of 1-tert-butoxycarbonyl-4-(4-chlorophenyl)-4-hydroxypiperidine (1.0 g) in N,N-dimethyl formamide (10 ml) was added sodium hydride (0.14 g) under ice cooling. Then the reaction mixture was stirred for 30 minutes at room temperature and for 2 hours at 60° C. To the reaction mixture was added iodomethane (4.0 ml) at 60° C. After stirring for 6 hours at 60° C., the reaction mixture was poured into a mixture of ethyl acetate and water. The organic layer was successively washed with bri...